From a dataset of the Open Reaction Database (ORD), a public repository of structured organic reaction records. describe an organic reaction: reactants, conditions, products, and yield The reactants are O (Water), S(=O)(=O)(Cl)Cl (sulfuryl chloride), O=CC1=C(O)C(OC)=CC=C1 (o-vanillin). Run in C1(=CC=CC=C1)C (toluene), C1(=CC=CC=C1)C (toluene). Reaction conditions: time 16 hour. Yields the product ClC=1C=C(C(=C(C=O)C1)O)OC (5-Chloro-2-hydroxy-3-methoxy-benzaldehyde). Reaction SMILES: S(Cl)([Cl:4])(=O)=O.[O:6]=[CH:7][C:8]1[CH:16]=[CH:15][CH:14]=[C:11]([O:12][CH3:13])[C:9]=1[OH:10].O>C1(C)C=CC=CC=1>[Cl:4][C:15]1[CH:14]=[C:11]([O:12][CH3:13])[C:9]([OH:10])=[C:8]([CH:16]=1)[CH:7]=[O:6]. Procedure: A solution of sulfuryl chloride (15 mL, 190 mmol) in toluene (20 mL) is added dropwise over 1.5 h to a solution of o-vanillin (25.0 g, 164 mmol) in toluene (90 mL) and the reaction is then stirred 16 h. Water (30 mL) is added over 10 minutes with ice-bath cooling. The solid is filtered, washed with water and dried to provide the title compound. MS (EI) 186 (M)+. Reactants: COC(=O)[C@@H]1CC[C@H](CC1)[C@@H]1CC[C@H](CC1)[C@@H]1CC[C@H](CC1)CCC1OCCCO1 (trans-4-(trans-4-(trans-4-(2-(1,3-dioxane-2-yl)ethyl)cyclohexyl)cyclohexyl)cyclohexane carboxylic acid methyl ester), C(=O)O (formic acid). Solvent: C1(=CC=CC=C1)C (toluene). Yields the product COC(=O)[C@@H]1CC[C@H](CC1)[C@@H]1CC[C@H](CC1)[C@@H]1CC[C@H](CC1)CCC=O (trans-4-(trans-4-(trans-4-(2-formylethyl)cyclohexyl)-cyclohexyl)cyclohexane carboxylic acid methyl ester). Yield: 74.5%. RXN SMILES: [CH3:1][O:2][C:3]([C@H:5]1[CH2:10][CH2:9][C@H:8]([C@H:11]2[CH2:16][CH2:15][C@H:14]([C@H:17]3[CH2:22][CH2:21][C@H:20]([CH2:23][CH2:24][CH:25]4OCCC[O:26]4)[CH2:19][CH2:18]3)[CH2:13][CH2:12]2)[CH2:7][CH2:6]1)=[O:4].C(O)=O>C1(C)C=CC=CC=1>[CH3:1][O:2][C:3]([C@H:5]1[CH2:6][CH2:7][C@H:8]([C@H:11]2[CH2:16][CH2:15][C@H:14]([C@H:17]3[CH2:22][CH2:21][C@H:20]([CH2:23][CH2:24][CH:25]=[O:26])[CH2:19][CH2:18]3)[CH2:13][CH2:12]2)[CH2:9][CH2:10]1)=[O:4]. Procedure details: To 140 g (333 mmol) of trans-4-(trans-4-(trans-4-(2-(1,3-dioxane-2-yl)ethyl)cyclohexyl)cyclohexyl)cyclohexane carboxylic acid methyl ester dissolved in 1.5 liters of toluene were added 153 g (3330 mmol) of formic acid and the mixture was heated under reflux for one hour. The reaction solution was washed three times with 500 ml of an aqueous saturated sodium carbonate and then with 750 ml of water, and dried over anhydorus magnesium sulfate. Distilling off the solvent under reduced pressure gave ... Starting materials: C(C)(C)(C)OC(=O)N1[C@H](CCC1)COC1=CC=C(C=C1)OCC1=CC=CC=C1 ((R)-2-(4-benzyloxy-phenoxymethyl)-pyrrolidine-1-carboxylic acid tert-butyl ester). Reagents/catalysts: [Pd] (Pd—C). Run in CCO (EtOH), C1CCOC1 (THF). Run at time 8 hour. Yields the product C(C)(C)(C)OC(=O)N1[C@H](CCC1)COC1=CC=C(C=C1)O ((R)-2-(4-Hydroxy-phenoxymethyl)-pyrrolidine-1-carboxylic acid tert-butyl ester). RXN SMILES: [C:1]([O:5][C:6]([N:8]1[CH2:12][CH2:11][CH2:10][C@@H:9]1[CH2:13][O:14][C:15]1[CH:20]=[CH:19][C:18]([O:21]CC2C=CC=CC=2)=[CH:17][CH:16]=1)=[O:7])([CH3:4])([CH3:3])[CH3:2]>CCO.C1COCC1.[Pd]>[C:1]([O:5][C:6]([N:8]1[CH2:12][CH2:11][CH2:10][C@@H:9]1[CH2:13][O:14][C:15]1[CH:20]=[CH:19][C:18]([OH:21])=[CH:17][CH:16]=1)=[O:7])([CH3:4])([CH3:2])[CH3:3]. Procedure details: To a 250 mL round bottomed flask which contained a suspension of Pd—C (10% wt 3 g) in EtOH (70 mL) and THF (30 mL) was added (R)-2-(4-benzyloxy-phenoxymethyl)-pyrrolidine-1-carboxylic acid tert-butyl ester (3.5 g, 9 mmol). The stirred solution was flushed with a H2 balloon. This process was repeated 3 times. The resulting solution was stirred at rt under hydrogen atmosphere overnight. The reaction mixture was then filtered, washed with THF (30 ml), EtOH (25 ml) and dried in vacuo to provide the ... Reactants: BrCCCCCCOCCc1ccccn1, O=C(OO)c1cccc(Cl)c1, ClCCl. Yields the product [O-][n+]1ccccc1CCOCCCCCCBr. Reaction SMILES: [Br:12][CH2:13][CH2:14][CH2:15][CH2:16][CH2:17][CH2:18][O:19][CH2:20][CH2:21][c:22]1[n:23][cH:24][cH:25][cH:26][cH:27]1.[Cl:1][c:2]1[cH:3][cH:4][cH:5][c:6]([C:7]([O:8][OH:10])=[O:9])[cH:11]1.[Cl:28][CH2:29][Cl:30]>>[O-:9][n+:23]1[c:22]([CH2:21][CH2:20][O:19][CH2:18][CH2:17][CH2:16][CH2:15][CH2:14][CH2:13][Br:12])[cH:27][cH:26][cH:25][cH:24]1. Starting materials: C(C1=CC=CC=C1)N (monobenzylamine), C(C1=CC=CC=C1)OC(=O)N[C@@H](C)C(=O)N[C@@H](CCC)C(=O)N[C@@H](C)P(O)(O)=O ((1R)-1-[(N-benzyloxycarbonyl-L-alanyl-L-norvalyl)amino]-ethylphosphonic acid). Product: N[C@@H](C)C(=O)N[C@@H](CCC)C(=O)N[C@@H](C)P(O)(O)=O ((1R)-1-(L-alanyl-L-norvalylamino)-ethylphosphonic acid). As a reaction SMILES: C(N)C1C=CC=CC=1.C(OC([NH:19][C@H:20]([C:22]([NH:24][C@H:25]([C:29]([NH:31][C@H:32]([P:34](=[O:37])([OH:36])[OH:35])[CH3:33])=[O:30])[CH2:26][CH2:27][CH3:28])=[O:23])[CH3:21])=O)C1C=CC=CC=1>>[NH2:19][C@H:20]([C:22]([NH:24][C@H:25]([C:29]([NH:31][C@H:32]([P:34](=[O:35])([OH:37])[OH:36])[CH3:33])=[O:30])[CH2:26][CH2:27][CH3:28])=[O:23])[CH3:21]. Procedure details: In a manner analogous to that described in Example 5(A)(iii), from the monobenzylamine salt of (1R)-1-[(N-benzyloxycarbonyl-L-alanyl-L-norvalyl)amino]-ethylphosphonic acid there was obtained (1R)-1-(L-alanyl-L-norvalylamino)-ethylphosphonic acid of melting point 268°-270° C.; [α]D20 =-50.4°; [α]36520 =-201° (c=0.46%, a freshly prepared solution in 1-N sodium hydroxide).